From a dataset of the Open Reaction Database (ORD), a public repository of structured organic reaction records. describe an organic reaction: reactants, conditions, products, and yield Starting materials: Diisopropyl-aethylamine, S(=O)(=O)(O)Cl.FC(C1=CC=CC=C1)(F)F (4-trifluoromethyl-benzene sulfochloride), Cl.BrCCCCC[C@@H]1CC[C@H](CC1)CNC (trans-[4-(5-bromo-pentyl)-cyclohexylmethyl]-methyl-amine hydrochloride). Reagents/catalysts: C([O-])([O-])=O.[K+].[K+] (potassium carbonate). Run in O (water), O1CCCC1 (tetrahydrofuran). Conditions: temperature -10 celsius, time 1 hour. The product is BrCCCCC[C@@H]1CC[C@H](CC1)CN(S(=O)(=O)C1=CC=C(C=C1)C(F)(F)F)C (trans-N-[4-(5-bromo-pentyl)-cyclohexylmethyl]-N-methyl-4-trifluoromethyl-benzenesulfonamide). Isolated yield 92.4%. RXN SMILES: [S:1](Cl)([OH:4])(=O)=[O:2].[F:6][C:7]([F:15])([F:14])[C:8]1[CH:13]=[CH:12][CH:11]=[CH:10][CH:9]=1.Cl.[Br:17][CH2:18][CH2:19][CH2:20][CH2:21][CH2:22][C@H:23]1[CH2:28][CH2:27][C@H:26]([CH2:29][NH:30][CH3:31])[CH2:25][CH2:24]1>O.O1CCCC1.C(=O)([O-])[O-].[K+].[K+]>[Br:17][CH2:18][CH2:19][CH2:20][CH2:21][CH2:22][C@H:23]1[CH2:24][CH2:25][C@H:26]([CH2:29][N:30]([CH3:31])[S:1]([C:11]2[CH:12]=[CH:13][C:8]([C:7]([F:15])([F:14])[F:6])=[CH:9][CH:10]=2)(=[O:4])=[O:2])[CH2:27][CH2:28]1 |f:0.1,2.3,6.7.8|. Procedure details: 0.786 ml Diisopropyl-aethylamine, 0.619 g (2.53 mmol) 4-trifluoromethyl-benzene sulfochloride and 0.952 mg potassium carbonate (dissolved in the minimal amount of water) were added to a solution of 0.718 g (2.30 mmol) trans-[4-(5-bromo-pentyl)-cyclohexylmethyl]-methyl-amine hydrochloride in 15.0 ml of tetrahydrofuran kept at −10° C. The reaction mixture was then intensively stirred for 1 hour at −10° C. and for 1 hour at room temperature. It was subsequently evaporated, poured into 50 ml of an i... Reaction conditions: temperature 95 celsius. The yield is 71.0%. The reactants are C(C1=CC=CC=C1)Br (Benzyl bromide), C(C)OC(=O)C=1C=CN2N=C(NC(C21)=O)C (2-methyl-4-oxo-3,4-dihydro-pyrrolo[2,1-f][1,2,4]triazine-5-carboxylic acid ethyl ester), C(=O)([O-])[O-].[Cs+].[Cs+] (Cs2CO3). The solvent is O1CCOCC1 (dioxane). Procedure details: Benzyl bromide (0.112 ml, 0.945 mmol) was added to a solution of 2-methyl-4-oxo-3,4-dihydro-pyrrolo[2,1-f][1,2,4]triazine-5-carboxylic acid ethyl ester (0.19 g, 0.86 mmol) and Cs2CO3 (0.34 g, 1.06 mmol) in dioxane (5 mL) and the reaction mixture was heated to 95° C. for 3 h. The reaction mixture was quenched with saturated NaCl (100 mL), extracted with CHCl3 (3×50 mL), the combined organic extracts dried (Na2SO4), filtered and concentrated in vacuo. The residue was purified by flash column chrom... Reaction SMILES: [CH2:1](Br)[C:2]1[CH:7]=[CH:6][CH:5]=[CH:4][CH:3]=1.[CH2:9]([O:11][C:12]([C:14]1[CH:15]=[CH:16][N:17]2[C:22]=1[C:21](=[O:23])[NH:20][C:19]([CH3:24])=[N:18]2)=[O:13])[CH3:10].C([O-])([O-])=O.[Cs+].[Cs+]>O1CCOCC1>[CH2:9]([O:11][C:12]([C:14]1[CH:15]=[CH:16][N:17]2[C:22]=1[C:21](=[O:23])[N:20]([CH2:1][C:2]1[CH:7]=[CH:6][CH:5]=[CH:4][CH:3]=1)[C:19]([CH3:24])=[N:18]2)=[O:13])[CH3:10] |f:2.3.4|. Yields the product C(C)OC(=O)C=1C=CN2N=C(N(C(C21)=O)CC2=CC=CC=C2)C (3-Benzyl-2-methyl-4-oxo-3,4-dihydro-pyrrolo[2,1-f][1,2,4]triazine-5-carboxylic acid ethyl ester).